Dataset: the Open Reaction Database (ORD), a public repository of structured organic reaction records. Task: describe an organic reaction: reactants, conditions, products, and yield Starting materials: CCOC(=O)C(Cc1ccc(OCC(C)(C)c2ccccc2)cc1)SC#N, CCO, Cl, O. Yields the product CC(C)(COc1ccc(CC2SC(=O)NC2=O)cc1)c1ccccc1. Reaction SMILES: [CH3:1][C:2]([CH2:3][O:4][c:5]1[cH:6][cH:7][c:8]([CH2:11][CH:12]([C:13](=[O:14])[O:15][CH2:16][CH3:17])[S:18][C:19]#[N:20])[cH:9][cH:10]1)([CH3:21])[c:22]1[cH:23][cH:24][cH:25][cH:26][cH:27]1.[CH3:30][CH2:31][OH:32].[ClH:28].[OH2:29]>>[CH3:1][C:2]([CH2:3][O:4][c:5]1[cH:6][cH:7][c:8]([CH2:11][CH:12]2[C:13](=[O:14])[NH:20][C:19](=[O:29])[S:18]2)[cH:9][cH:10]1)([CH3:21])[c:22]1[cH:23][cH:24][cH:25][cH:26][cH:27]1. Conditions: time 6 hour. Solvent: C(C)O (ethanol). RXN SMILES: [CH2:1]([O:3][C:4](=[O:25])[C:5]([O:8][C:9]1[CH:14]=[CH:13][C:12]([O:15]CC2C=CC=CC=2)=[CH:11][C:10]=1[CH:23]=O)([CH3:7])[CH3:6])[CH3:2].[H][H]>C(O)C.[Pd]>[CH2:1]([O:3][C:4](=[O:25])[C:5]([O:8][C:9]1[CH:14]=[CH:13][C:12]([OH:15])=[CH:11][C:10]=1[CH3:23])([CH3:6])[CH3:7])[CH3:2]. The product is C(C)OC(C(C)(C)OC1=C(C=C(C=C1)O)C)=O (2-(4-Hydroxy-2-methyl-phenoxy)-2-methyl-propionic acid ethyl ester). Reported procedure: 2-(4-Benzyloxy-2-formyl-phenoxy)-2-methyl-propionic acid ethyl ester (9.00 g, 26.3 mmol) in ethanol (250 mL) is treated with 5% Pd/C (1.25 g) and hydrogen (60 psi, rt, overnight). Additional 5% Pd/C (1.25 g) is added, and the reaction is continued for 6 h at 40° C. The mixture is filtered and concentrated to a tan oil (6.25 g). This oil contained 9 mol % of 2-(4-Hydroxy-2-hydroxymethyl-phenoxy)-2-methyl-propionic acid ethyl ester. 1H NMR (400 MHz, CDCl) δ 1.26 (t, 3H, J=7.3 Hz), 1.51 (s, 6H), 2.... The reagents and catalysts are [Pd] (Pd/C), [Pd] (Pd/C). The reactants are C(C)OC(C(C)(C)OC1=C(C=C(C=C1)OCC1=CC=CC=C1)C=O)=O (2-(4-Benzyloxy-2-formyl-phenoxy)-2-methyl-propionic acid ethyl ester), [H][H] (hydrogen). Reported procedure: To a solution of 1 g of 5-chloro-3-(2-formylaminopentyloxy)-1,2-benzoisoxazole in 10 ml of tetrahydrofuran is dropwise added 10.1 ml of a tetrahydrofuran solution (1.0M) of diborane with ice-cooling over ten minutes, and they are further subjected to reaction at room temperature for one hour. Subsequently, 5 ml of methanol is added with ice-cooling, and thereafter, 10 ml of 6N hydrochloric acid is added thereto, and after stirring for one hour, the solvent is removed by distillation under reduce... Starting materials: ClC=1C=CC2=C(C(=NO2)OCC(CCC)NC=O)C1 (5-chloro-3-(2-formylaminopentyloxy)-1,2-benzoisoxazole), [OH-].[Na+] (sodium hydroxide), B#B (diborane), Cl (hydrochloric acid). The solvent is O1CCCC1 (tetrahydrofuran), CO (methanol), O1CCCC1 (tetrahydrofuran). Reaction conditions: time 1 hour. The product is Cl.ClC=1C=CC2=C(C(=NO2)OCC(CCC)NC)C1 (5-chloro-3-(2-methylaminopentyloxy)-1,2-benzoisoxazole hydrochloride). As a reaction SMILES: [Cl:1][C:2]1[CH:3]=[CH:4][C:5]2[O:9][N:8]=[C:7]([O:10][CH2:11][CH:12]([NH:16][CH:17]=O)[CH2:13][CH2:14][CH3:15])[C:6]=2[CH:19]=1.B#B.Cl.[OH-].[Na+]>O1CCCC1.CO>[ClH:1].[Cl:1][C:2]1[CH:3]=[CH:4][C:5]2[O:9][N:8]=[C:7]([O:10][CH2:11][CH:12]([NH:16][CH3:17])[CH2:13][CH2:14][CH3:15])[C:6]=2[CH:19]=1 |f:3.4,7.8|. Reactants: NCCCNC(=O)N1N=CC2=CC(=CC=C12)C=1C(=NC=CC1)C1=CC(=C(C=C1)F)C (N-(3-Aminopropyl)-5-(2-(4-fluoro-3-methylphenyl)pyridin-3-yl)-1H-indazole-1-carboxamide), FC1=C(C=C(C=C1)C1=NC=CC=C1C=1C=C2C=NN(C2=CC1)C(=O)N1N=CC2=CC(=CC=C12)C=1C(=NC=CC1)C1=CC(=C(C=C1)F)C)C (bis(5-(2-(4-fluoro-3-methylphenyl)pyridin-3-yl)-1H-indazol-1-yl)methanone). Product: NCCNC(=O)N1N=CC2=CC(=CC=C12)C=1C(=NC=CC1)C1=CC(=C(C=C1)F)C (N-(2-Amino ethyl)-5-(2-(4-fluoro-3-methylphenyl)pyridin-3-yl)-1H-indazole-1-carboxamide). As a reaction SMILES: NCCC[NH:5][C:6]([N:8]1[C:16]2[C:11](=[CH:12][C:13]([C:17]3[C:18]([C:23]4[CH:28]=[CH:27][C:26]([F:29])=[C:25]([CH3:30])[CH:24]=4)=[N:19][CH:20]=[CH:21][CH:22]=3)=[CH:14][CH:15]=2)[CH:10]=[N:9]1)=[O:7].FC1C=C[C:35]([C:38]2C(C3C=C4C(=CC=3)N(C(N3C5C(=CC(C6C(C7C=CC(F)=C(C)C=7)=NC=CC=6)=CC=5)C=N3)=O)N=C4)=CC=C[N:39]=2)=CC=1C>>[NH2:39][CH2:38][CH2:35][NH:5][C:6]([N:8]1[C:16]2[C:11](=[CH:12][C:13]([C:17]3[C:18]([C:23]4[CH:28]=[CH:27][C:26]([F:29])=[C:25]([CH3:30])[CH:24]=4)=[N:19][CH:20]=[CH:21][CH:22]=3)=[CH:14][CH:15]=2)[CH:10]=[N:9]1)=[O:7]. Reported procedure: N-(3-Aminopropyl)-5-(2-(4-fluoro-3-methylphenyl)pyridin-3-yl)-1H-indazole-1-carboxamide (Compound 640).LCMS: rt 3.41 min (A), purity 99%, MS (m/e) 404 (MH+). The reactants are CC(=O)O, O=CNC1CCCc2sccc21, O=S(=O)([O-])[O-]. Yields the product O=CNC1CCC(=O)c2sccc21. Reaction SMILES: [CH3:18][C:19](=[O:20])[OH:21].[CH:6](=[O:7])[NH:8][CH:9]1[CH2:10][CH2:11][CH2:12][c:13]2[s:14][cH:15][cH:16][c:17]21.[O-:1][S:2](=[O:3])(=[O:4])[O-:5]>>[O:1]=[C:12]1[CH2:11][CH2:10][CH:9]([NH:8][CH:6]=[O:7])[c:17]2[c:13]1[s:14][cH:15][cH:16]2. Starting materials: NC(CC=1N(N=C2C(=NC=3C=CC=CC3C21)N)CCOC)(C)C (1-(2-amino-2-methylpropyl)-2-(2-methoxyethyl)-2H-pyrazolo[3,4-c]quinolin-4-amine), FC=1C=C(C(=O)Cl)C=CC1F (3,4-difluorobenzoyl chloride). Yields the product NC1=NC=2C=CC=CC2C=2C1=NN(C2CC(C)(C)NC(C2=CC(=C(C=C2)F)F)=O)CCOC (N-{2-[4-amino-2-(methoxyethyl)-2H-pyrazolo[3,4-c]quinolin-1-yl]-1,1-dimethylethyl}-3,4-difluorobenzamide). As a reaction SMILES: [NH2:1][C:2]([CH3:23])([CH3:22])[CH2:3][C:4]1[N:5]([CH2:18][CH2:19][O:20][CH3:21])[N:6]=[C:7]2[C:16]=1[C:15]1[CH:14]=[CH:13][CH:12]=[CH:11][C:10]=1[N:9]=[C:8]2[NH2:17].[F:24][C:25]1[CH:26]=[C:27]([CH:31]=[CH:32][C:33]=1[F:34])[C:28](Cl)=[O:29]>>[NH2:17][C:8]1[C:7]2=[N:6][N:5]([CH2:18][CH2:19][O:20][CH3:21])[C:4]([CH2:3][C:2]([NH:1][C:28](=[O:29])[C:27]3[CH:31]=[CH:32][C:33]([F:34])=[C:25]([F:24])[CH:26]=3)([CH3:23])[CH3:22])=[C:16]2[C:15]2[CH:14]=[CH:13][CH:12]=[CH:11][C:10]=2[N:9]=1. Procedure details: Using the general method of Example 599, 1-(2-amino-2-methylpropyl)-2-(2-methoxyethyl)-2H-pyrazolo[3,4-c]quinolin-4-amine (0.52 g, 1.66 mmol, prepared as described in Example 590) was reacted with 3,4-difluorobenzoyl chloride. The crude product was purified as described in Example 599 to provide 382 mg of N-{2-[4-amino-2-(methoxyethyl)-2H-pyrazolo[3,4-c]quinolin-1-yl]-1,1-dimethylethyl}-3,4-difluorobenzamide as a white solid, mp 199-200° C. MS (ESI) m/z 454 (M+H)+; Anal. Calcd for C24H25F2N5O2: ... Starting materials: C(C1=CC=CC=C1)N1C(=NC2=C(C1=O)N=C(S2)Br)C(CC)NCCN(C)C (6-benzyl-2-bromo-5-(1-{[2-(dimethylamino)ethyl]amino}propyl)[1,3]thiazolo[5,4-d]pyrimidin-7(6H)-one). Reagents/catalysts: [Pd] (Pd/C). Run in C(C)O (ethanol). Run at time 3 hour. Product: C(C1=CC=CC=C1)N1C(=NC2=C(C1=O)N=CS2)C(CC)NCCN(C)C (6-benzyl-5-(1-{[2-(dimethylamino)ethyl]amino}propyl)[1,3]thiazolo[5,4-d]pyrimidin-7(6H)-one). As a reaction SMILES: [CH2:1]([N:8]1[C:13](=[O:14])[C:12]2[N:15]=[C:16](Br)[S:17][C:11]=2[N:10]=[C:9]1[CH:19]([NH:22][CH2:23][CH2:24][N:25]([CH3:27])[CH3:26])[CH2:20][CH3:21])[C:2]1[CH:7]=[CH:6][CH:5]=[CH:4][CH:3]=1>C(O)C.[Pd]>[CH2:1]([N:8]1[C:13](=[O:14])[C:12]2[N:15]=[CH:16][S:17][C:11]=2[N:10]=[C:9]1[CH:19]([NH:22][CH2:23][CH2:24][N:25]([CH3:27])[CH3:26])[CH2:20][CH3:21])[C:2]1[CH:7]=[CH:6][CH:5]=[CH:4][CH:3]=1. Procedure details: A mixture of 6-benzyl-2-bromo-5-(1-{[2-(dimethylamino)-ethyl]amino}propyl)[1,3]thiazolo[5,4-d]pyrimidin-7(6H)-one (1-3, 1 equiv) and 10% Pd/C in ethanol is hydrogenated at 1 atm. for 3 h. The mixture is filtered and the filtrate is concentrated to provide 6-benzyl-5-(1-{[2-(dimethylamino)ethyl]amino}propyl)[1,3]thiazolo[5,4-d]pyrimidin-7(6H)-one (1-4).